This data is from the Open Reaction Database (ORD), a public repository of structured organic reaction records. The task is: describe an organic reaction: reactants, conditions, products, and yield The reactants are C[C@@H]1CN(C[C@@H](N1)C)C1=CC=C(C(=N1)N)OC (6-[(3R,5S)-3,5-dimethyl-1-piperazinyl]-3-(methyloxy)-2-pyridinamine), BrC1=CC(=C(C=C1)S(=O)(=O)Cl)Cl (4-Bromo-2-chlorobenzene sulfonyl chloride). The solvent is N1=CC=CC=C1 (pyridine), ClCCl (dichloromethane). Conditions: time 5 hour. The product is BrC1=CC(=C(C=C1)S(=O)(=O)NC1=NC(=CC=C1OC)N1C[C@H](N[C@H](C1)C)C)Cl (4-Bromo-2-chloro-N-[6-[(3R,5S)-3,5-dimethyl-1-piperazinyl]-3-(methyloxy)-2-pyridinyl]benzenesulfonamide). RXN SMILES: [CH3:1][C@H:2]1[NH:7][C@@H:6]([CH3:8])[CH2:5][N:4]([C:9]2[N:14]=[C:13]([NH2:15])[C:12]([O:16][CH3:17])=[CH:11][CH:10]=2)[CH2:3]1.[Br:18][C:19]1[CH:24]=[CH:23][C:22]([S:25](Cl)(=[O:27])=[O:26])=[C:21]([Cl:29])[CH:20]=1>N1C=CC=CC=1.ClCCl>[Br:18][C:19]1[CH:24]=[CH:23][C:22]([S:25]([NH:15][C:13]2[C:12]([O:16][CH3:17])=[CH:11][CH:10]=[C:9]([N:4]3[CH2:3][C@H:2]([CH3:1])[NH:7][C@H:6]([CH3:8])[CH2:5]3)[N:14]=2)(=[O:26])=[O:27])=[C:21]([Cl:29])[CH:20]=1. Procedure: 6-[cis-3,5-dimethyl-1-piperazinyl]-3-(methyloxy)-2-pyridinamine (D7, Method C) (473 mg, 2 mmol) was dissolved in pyridine (5 ml) and dichloromethane (5 ml). 4-Bromo-2-chlorobenzene sulfonyl chloride (870 mg, 3 mmol) was added and the solution stirred at room temperature for 5 hours. The mixture was concentrated in vacuo and azeotroped with methanol. The residue was loaded on to an SCX cartridge (Varian, 10 g) in methanol, washed with methanol and the basic products eluted with 2M ammonia/methano... The reactants are COC(\C=C\C1=C(C=CC=C1C#CCCCCOC1OCCCC1)O)=O (rac-(E)-3-[2-hydroxy-6-[6-[(tetrahydro-2H-pyran-2-yl)oxy]-1-hexynyl]phenyl]-2-propenoic acid methyl ester), BrCCCC(=O)OCC (ethyl 4-bromobutyrate). Product: C(C)OC(CCCOC1=C(C(=CC=C1)C#CCCCCOC1OCCCC1)\C=C\C(=O)OC)=O (rac-(E)-4-[2-(3-Methoxy-3-oxo-1-propenyl)-3-[6-[(tetrahydro-2H-pyran-2-yl)oxy]-1-hexynyl]phenoxy]butanoic Acid Ethyl Ester). Reaction SMILES: [CH3:1][O:2][C:3](=[O:26])/[CH:4]=[CH:5]/[C:6]1[C:11]([C:12]#[C:13][CH2:14][CH2:15][CH2:16][CH2:17][O:18][CH:19]2[CH2:24][CH2:23][CH2:22][CH2:21][O:20]2)=[CH:10][CH:9]=[CH:8][C:7]=1[OH:25].Br[CH2:28][CH2:29][CH2:30][C:31]([O:33][CH2:34][CH3:35])=[O:32]>>[CH2:34]([O:33][C:31](=[O:32])[CH2:30][CH2:29][CH2:28][O:25][C:7]1[CH:8]=[CH:9][CH:10]=[C:11]([C:12]#[C:13][CH2:14][CH2:15][CH2:16][CH2:17][O:18][CH:19]2[CH2:24][CH2:23][CH2:22][CH2:21][O:20]2)[C:6]=1/[CH:5]=[CH:4]/[C:3]([O:2][CH3:1])=[O:26])[CH3:35]. Reported procedure: Using the procedure of example 122, rac-(E)-3-[2-hydroxy-6-[6-[(tetrahydro-2H-pyran-2-yl)oxy]-1-hexynyl]phenyl]-2-propenoic acid methyl ester (example 121), was alkylated with ethyl 4-bromobutyrate giving the title compound as a pale-yellow oil, in quantitative yield.